This data is from the Open Reaction Database (ORD), a public repository of structured organic reaction records. The task is: describe an organic reaction: reactants, conditions, products, and yield Starting materials: NCC(=O)O (H-Gly-OH), C(O)([O-])=O.[Na+] (sodium hydrogen carbonate), N([C@@H](COCC1=CC=CC=C1)C(=O)ON1C(=O)CCC1=O)C(=O)OC(C)(C)C (Boc-Ser(Bzl)-OSu). Run in C1CCOC1 (THF). Reaction conditions: time 8 hour. Yields the product N([C@@H](COCC1=CC=CC=C1)C(=O)NCC(=O)O)C(=O)OC(C)(C)C (Boc-Ser(Bzl)-Gly-OH). As a reaction SMILES: [NH2:1][CH2:2][C:3]([OH:5])=[O:4].C(=O)([O-])O.[Na+].[NH:11]([C:32]([O:34][C:35]([CH3:38])([CH3:37])[CH3:36])=[O:33])[C@H:12]([C:22](ON1C(=O)CCC1=O)=[O:23])[CH2:13][O:14][CH2:15][C:16]1[CH:21]=[CH:20][CH:19]=[CH:18][CH:17]=1>C1COCC1>[NH:11]([C:32]([O:34][C:35]([CH3:38])([CH3:37])[CH3:36])=[O:33])[C@H:12]([C:22]([NH:1][CH2:2][C:3]([OH:5])=[O:4])=[O:23])[CH2:13][O:14][CH2:15][C:16]1[CH:21]=[CH:20][CH:19]=[CH:18][CH:17]=1 |f:1.2|. Procedure: To an aqueous solution containing 6.80 g of H-Gly-OH and 9.20 g of sodium hydrogen carbonate, under ice-cooling condition, was added 120 ml of THF solution containing 27.5 g of Boc-Ser(Bzl)-OSu, and the mixture was stirred at room temperature overnight.